The task is: describe an organic reaction: reactants, conditions, products, and yield. This data is from the Open Reaction Database (ORD), a public repository of structured organic reaction records. Solvent: C(C)N(CC)CC (triethylamine), C(Cl)Cl (methylene chloride), CN(C=O)C (N,N-dimethylformamide), C(Cl)Cl (methylene chloride). Yields the product COC1=C(C(=O)NC2=C(C(=O)OC(C)(C)C)C=CC(=C2)OC2=CC=CC=C2)C=CC=C1 (tert-butyl 2-(2-methoxybenzamido)-4-phenoxybenzoate). As a reaction SMILES: C(Cl)(=O)C(Cl)=O.[CH3:7][O:8][C:9]1[CH:17]=[CH:16][CH:15]=[CH:14][C:10]=1[C:11]([OH:13])=O.[NH2:18][C:19]1[CH:31]=[C:30]([O:32][C:33]2[CH:38]=[CH:37][CH:36]=[CH:35][CH:34]=2)[CH:29]=[CH:28][C:20]=1[C:21]([O:23][C:24]([CH3:27])([CH3:26])[CH3:25])=[O:22].C(=O)([O-])O.[Na+]>C(N(CC)CC)C.C(Cl)Cl.CN(C)C=O>[CH3:7][O:8][C:9]1[CH:17]=[CH:16][CH:15]=[CH:14][C:10]=1[C:11]([NH:18][C:19]1[CH:31]=[C:30]([O:32][C:33]2[CH:38]=[CH:37][CH:36]=[CH:35][CH:34]=2)[CH:29]=[CH:28][C:20]=1[C:21]([O:23][C:24]([CH3:25])([CH3:26])[CH3:27])=[O:22])=[O:13] |f:3.4|. Procedure: 1.0 mL of methylene chloride, 2.7 pit of N,N-dimethylformamide and 0.061 mL of oxalyl chloride were added to 0.11 g of 2-methoxybenzoic acid at room temperature sequentially and stirred at the same temperature for 1 hour. The reaction mixture was added to a mixed solution of 4.0 mL of methylene chloride and 0.45 mL triethylamine containing 57 mg of tert-butyl 2-amino-4-phenoxybenzoate and stirred at room temperature for 1 hour. A saturated sodium hydrogen carbonate aqueous solution was added to ... Reactants: C(O)([O-])=O.[Na+] (sodium hydrogen carbonate), NC1=C(C(=O)OC(C)(C)C)C=CC(=C1)OC1=CC=CC=C1 (tert-butyl 2-amino-4-phenoxybenzoate), C(C(=O)Cl)(=O)Cl (oxalyl chloride), COC1=C(C(=O)O)C=CC=C1 (2-methoxybenzoic acid). Conditions: time 1 hour. Starting materials: OC=1C=C(C=O)C=C(C1O)[N+](=O)[O-] (3,4-dihydroxy-5-nitrobenzaldehyde), CC1=CC=C(C=C1)C(C)=O (4'-methylacetophenone), Cl (hydrogen chloride). Run in O1CCCC1 (tetrahydrofuran). Yields the product OC=1C=C(C=C(C1O)[N+](=O)[O-])C=CC(=O)C1=CC=C(C=C1)C (3-(3,4-Dihydroxy-5-nitrophenyl)-1-(4-methylphenyl)-prop-2-en-1-one). Reaction SMILES: [OH:1][C:2]1[CH:3]=[C:4]([CH:7]=[C:8]([N+:11]([O-:13])=[O:12])[C:9]=1[OH:10])[CH:5]=O.[CH3:14][C:15]1[CH:20]=[CH:19][C:18]([C:21](=[O:23])[CH3:22])=[CH:17][CH:16]=1.Cl>O1CCCC1>[OH:1][C:2]1[CH:3]=[C:4]([CH:5]=[CH:22][C:21]([C:18]2[CH:19]=[CH:20][C:15]([CH3:14])=[CH:16][CH:17]=2)=[O:23])[CH:7]=[C:8]([N+:11]([O-:13])=[O:12])[C:9]=1[OH:10]. Procedure: A solution containing 5.49 g of 3,4-dihydroxy-5-nitrobenzaldehyde and 5.37 g of 4'-methylacetophenone in 50 ml of tetrahydrofuran was added a catalytic amount of gaseous hydrogen chloride and refluxed for 4.5 h. The solvent was evaporated in vacuo and the residue crystallized from ether-petroleum-ether, yield 1.85 g (21%), m.p. 184°-186° C. The reactants are C1[C@@](CN(C1)C(OC(C)(C)C)=O)(C)N, n1c(nc(c(c1c1cnc(nc1)N)CCI)Cl)N1CCOCC1. The reagents and catalysts are c1ccc(cc1)-c2c3ccccc3cc4ccccc24 (9-Phenylanthracene), C(=O)([O-])[O-].[Ag+].[Ag+]Â Â  (Ag2CO3). Solvent: CC#N (MeCN). Conditions: temperature 90 celsius, time 18 hour. The product is CC(C)(C)OC(=O)N1CC[C@@](C)(C1)N2CCc3c2nc(nc3c4cnc(N)nc4)N5CCOCC5. As a reaction SMILES: [NH2:1][c:2]1[n:7][cH:6][c:5]([c:8]2[c:13]([CH2:14][CH2:15]I)[c:12](Cl)[n:11][c:10]([N:16]3[CH2:21][CH2:20][O:19][CH2:18][CH2:17]3)[n:9]2)[cH:4][n:3]1.[CH3:22][C:23]([O:26][C:27]([N:29]1[CH2:35][C@@:32]([NH2:34])([CH3:33])[CH2:31][CH2:30]1)=[O:28])([CH3:25])[CH3:24]>>[CH3:22][C:23]([O:26][C:27]([N:29]1[CH2:35][C@:32]([N:34]2[c:12]3[c:13]([c:8]([c:5]4[cH:6][n:7][c:2]([NH2:1])[n:3][cH:4]4)[n:9][c:10]([N:16]5[CH2:21][CH2:20][O:19][CH2:18][CH2:17]5)[n:11]3)[CH2:14][CH2:15]2)([CH3:33])[CH2:31][CH2:30]1)=[O:28])([CH3:25])[CH3:24].